From a dataset of the Open Reaction Database (ORD), a public repository of structured organic reaction records. describe an organic reaction: reactants, conditions, products, and yield The reactants are ClC1=CC=C(C=C1)[N+](=O)[O-] (p-Chloronitrobenzene), N12CCCC2(CCC1)CN ((1-azabicyclo[3.3.0]octan-5-yl)methylamine). The product is N12CCCC2(CCC1)CNC1=CC=C(C=C1)[N+](=O)[O-] (1-(1-Azabicyclo[3.3.0]octan-5-yl)methylamino-4-nitrobenzene). The yield is 74.4%. Reaction SMILES: Cl[C:2]1[CH:7]=[CH:6][C:5]([N+:8]([O-:10])=[O:9])=[CH:4][CH:3]=1.[N:11]12[CH2:18][CH2:17][CH2:16][C:15]1([CH2:19][NH2:20])[CH2:14][CH2:13][CH2:12]2>>[N:11]12[CH2:18][CH2:17][CH2:16][C:15]1([CH2:19][NH:20][C:2]1[CH:7]=[CH:6][C:5]([N+:8]([O-:10])=[O:9])=[CH:4][CH:3]=1)[CH2:14][CH2:13][CH2:12]2. Procedure details: p-Chloronitrobenzene and (1-azabicyclo[3.3.0]octan-5-yl)methylamine were reacted in the same manner as in Example 1 to obtain the titled compound as an oil in a yield of 74.4 %. Starting materials: O=C(n1ccnc1)n1ccnc1, C1CCOC1, [N-]=[N+]=NCCCC1(c2ccccc2)NN=C(c2cc(F)ccc2F)S1. Yields the product [N-]=[N+]=NCCCC1(c2ccccc2)SC(c2cc(F)ccc2F)=NN1C(=O)n1ccnc1. Reaction SMILES: [C:26](=[O:27])([n:28]1[cH:29][n:30][cH:31][cH:32]1)[n:33]1[cH:34][cH:35][n:36][cH:37]1.[CH2:38]1[O:39][CH2:40][CH2:41][CH2:42]1.[N:1](=[N+:2]=[N-:3])[CH2:4][CH2:5][CH2:6][C:7]1([c:20]2[cH:21][cH:22][cH:23][cH:24][cH:25]2)[S:8][C:9]([c:12]2[c:13]([F:19])[cH:14][cH:15][c:16]([F:18])[cH:17]2)=[N:10][NH:11]1>>[N:1](=[N+:2]=[N-:3])[CH2:4][CH2:5][CH2:6][C:7]1([c:20]2[cH:21][cH:22][cH:23][cH:24][cH:25]2)[S:8][C:9]([c:12]2[c:13]([F:19])[cH:14][cH:15][c:16]([F:18])[cH:17]2)=[N:10][N:11]1[C:26](=[O:27])[n:28]1[cH:29][n:30][cH:31][cH:32]1. The reactants are C(C)(=O)Cl (acetyl chloride), N1=CC=C(C=C1)N1CC2(CCN(C2)C(=O)OC(C)(C)C)CCC1 (tert-butyl 7-(pyridin-4-yl)-2,7-diazaspiro[4.5]decane-2-carboxylate). Run in C(C)O (ethanol). Reaction conditions: time 12 hour. The product is Cl.Cl.Cl.N1=CC=C(C=C1)N1CC2(CCNC2)CCC1 (7-(Pyridin-4-yl)-2,7-diazaspiro[4.5]decane trihydrochloride). Reaction SMILES: C([Cl:4])(=O)C.[N:5]1[CH:10]=[CH:9][C:8]([N:11]2[CH2:27][CH2:26][CH2:25][C:13]3([CH2:17][N:16](C(OC(C)(C)C)=O)[CH2:15][CH2:14]3)[CH2:12]2)=[CH:7][CH:6]=1>C(O)C>[ClH:4].[ClH:4].[ClH:4].[N:5]1[CH:6]=[CH:7][C:8]([N:11]2[CH2:27][CH2:26][CH2:25][C:13]3([CH2:17][NH:16][CH2:15][CH2:14]3)[CH2:12]2)=[CH:9][CH:10]=1 |f:3.4.5.6|. Procedure: The synthesis was carried out analogously to the synthesis of amine AMN-07. For this, in step (i) tert-butyl 2,7-diazaspiro[4.5]decane-2-carboxylate was reacted with 4-chloropyridinium chloride (yield: 53%). The Boc protective group was then split off. In step (ii), ethanol (8 ml) and acetyl chloride (0.37 ml, 5.355 mmol) were added to tert-butyl 7-(pyridin-4-yl)-2,7-diazaspiro[4.5]decane-2-carboxylate (0.34 g, 1.071 mmol) and the mixture was stirred at room temperature for 12 h. When the reacti... The reactants are Cl (hydrochloric acid), C[O-].[Na+] (sodium methoxide), CO (methanol), C(C)(=O)O.C(=N)N (formamidine acetate), C[O-].[Na+] (sodium methoxide), CO (methanol), COC(CC(=O)OC)=O (propanedioic acid dimethyl ester), FC(/C=C/C(=O)OCC)(F)F (ethyl 4,4,4-trifluorocrotonate). Reaction conditions: temperature 62 celsius, time 8 hour. Product: OC1=NC=NC(=C1C(CC(=O)OC)C(F)(F)F)O (methyl 3-(4,6-dihydroxypyrimidin-5-yl)-4,4,4-trifluorobutanoate). Yield: 52.2%. As a reaction SMILES: C[O-].[Na+].CO.C[O:7][C:8](=O)[CH2:9][C:10]([O:12]C)=O.[F:15][C:16]([F:25])([F:24])/[CH:17]=[CH:18]/[C:19]([O:21][CH2:22]C)=[O:20].C(O)(=O)C.[CH:30]([NH2:32])=[NH:31].Cl>>[OH:7][C:8]1[C:9]([CH:17]([C:16]([F:25])([F:24])[F:15])[CH2:18][C:19]([O:21][CH3:22])=[O:20])=[C:10]([OH:12])[N:32]=[CH:30][N:31]=1 |f:0.1,5.6|. Reported procedure: Heat a solution of 25% sodium methoxide in methanol (1.49 L, 0.86 eq) at 62° C. Add a mixture of propanedioic acid dimethyl ester (1.00 kg, 7.57 mol) and ethyl 4,4,4-trifluorocrotonate (1.27 kg, 1.0 eq) dropwise over two hours. Heat the mixture at 62° C. for two hours. Cool the mixture to 30° C. Add 25% sodium methoxide in methanol (2.34 L, 1.35 eq) and formamidine acetate (867.2 g, 1.1 eq). Stir at 30° C. overnight. Cool the mixture to 0° C. and add 5 M aqueous hydrochloric acid, adjusting the ... The reactants are [Cl-].[NH4+] (ammonium chloride), N(=[N+]=[N-])CC(=O)OCC (ethyl azidoacetate), [O-]CC.[Na+] (sodium ethoxide), CC1=CC=C(S1)C=O (5-Methylthiophene-2-carbaldehyde). Solvent: O (water), CO (methanol). Conditions: time 1 hour. Yields the product N(=[N+]=[N-])C(C(=O)OCC)=CC=1SC(=CC1)C (Ethyl 2-azido-3-(5-methylthiophen-2-yl)acrylate). The yield is 72.1%. As a reaction SMILES: [N:1]([CH2:4][C:5]([O:7][CH2:8][CH3:9])=[O:6])=[N+:2]=[N-:3].[O-]CC.[Na+].[CH3:14][C:15]1[S:19][C:18]([CH:20]=O)=[CH:17][CH:16]=1.[Cl-].[NH4+]>CO.O>[N:1]([C:4](=[CH:20][C:18]1[S:19][C:15]([CH3:14])=[CH:16][CH:17]=1)[C:5]([O:7][CH2:8][CH3:9])=[O:6])=[N+:2]=[N-:3] |f:1.2,4.5|. Procedure details: To a solution of ethyl azidoacetate (10.6 g) in methanol (65 mL) was added sodium ethoxide (20% solution in ethanol, 27.2 g) under ice-cooling, and the mixture was stirred at the same temperature for 1 hour. 5-Methylthiophene-2-carbaldehyde (2.5 g) was added to this solution and the mixture was stirred at room temperature for 1 hour. To the reaction solution was added saturated ammonium chloride aqueous solution and water, and the resulting mixture was extracted with ethyl acetate. The organic l... Starting materials: CS(=O)(=O)N(C1=C2C(N(C(C2=CC=C1)=O)C(CS(=O)(=O)C)C1=CC(=C(C=C1)OC)OCC)=O)S(=O)(=O)C (4-[bis(methylsulfonyl)amino]-2-[1-(3-ethoxy-4-methoxyphenyl)-2-(methylsulfonyl)ethyl]isoindoline-1,3-dione), [OH-].[Na+] (NaOH), Cl (hydrogen chloride). The solvent is CC#N (CH3CN). Conditions: time 8 hour. The product is C(C)OC=1C=C(C=CC1OC)C(CS(=O)(=O)C)N1C(C2=CC=CC(=C2C1=O)NS(=O)(=O)C)=O (2-[1-(3-Ethoxy-4-methoxyphenyl)-2-(methylsulfonyl)ethyl]-4-[(methylsulfonyl)amino]isoindoline-1,3-dione). RXN SMILES: [CH3:1][S:2]([N:5](S(C)(=O)=O)[C:6]1[CH:14]=[CH:13][CH:12]=[C:11]2[C:7]=1[C:8](=[O:33])[N:9]([CH:16]([C:22]1[CH:27]=[CH:26][C:25]([O:28][CH3:29])=[C:24]([O:30][CH2:31][CH3:32])[CH:23]=1)[CH2:17][S:18]([CH3:21])(=[O:20])=[O:19])[C:10]2=[O:15])(=[O:4])=[O:3].[OH-].[Na+].Cl>CC#N>[CH2:31]([O:30][C:24]1[CH:23]=[C:22]([CH:16]([N:9]2[C:8](=[O:33])[C:7]3[C:11](=[CH:12][CH:13]=[CH:14][C:6]=3[NH:5][S:2]([CH3:1])(=[O:3])=[O:4])[C:10]2=[O:15])[CH2:17][S:18]([CH3:21])(=[O:19])=[O:20])[CH:27]=[CH:26][C:25]=1[O:28][CH3:29])[CH3:32] |f:1.2|. Reported procedure: A mixture of 4-[bis(methylsulfonyl)amino]-2-[1-(3-ethoxy-4-methoxyphenyl)-2-(methylsulfonyl)ethyl]isoindoline-1,3-dione (0.8 g, 1.39 mmol) and 2N NaOH (1.59 mL, 3.18 mmol) in CH3CN (120 mL) was stirred at room temperature for 8 hours. The mixture was neutralized with 6N hydrogen chloride (0.6 mL) and then concentrated. The residue was dissolved in methylene chloride (90 mL), washed with water (30 mL), brine (30 mL) and dried over magnesium sulfate. The solvent was removed in vacuo and the result...